Dataset: the Open Reaction Database (ORD), a public repository of structured organic reaction records. Task: describe an organic reaction: reactants, conditions, products, and yield The reactants are SCc1ccccc1, CCO, C[O-], Clc1cscn1, [Na+]. The product is c1ccc(CSc2cscn2)cc1. Reaction SMILES: [CH2:1]([c:2]1[cH:3][cH:4][cH:5][cH:6][cH:7]1)[SH:8].[CH3:18][CH2:19][OH:20].[CH3:9][O-:10].[Cl:12][c:13]1[n:14][cH:15][s:16][cH:17]1.[Na+:11]>>[CH2:1]([c:2]1[cH:3][cH:4][cH:5][cH:6][cH:7]1)[S:8][c:13]1[n:14][cH:15][s:16][cH:17]1. The reactants are alkyne, C(C)OC1(CC1)C1=C(C=C(C=C1)C#C[Si](C)(C)C)C(C)C ([4-(1-ethoxycyclopropyl)-3-isopropyl-phenylethynyl]-trimethylsilane), C(C)OC1(CC1)C1=C(C=C(C=C1)C#C[Si](C)(C)C)C(C)C ([4-(1-ethoxycyclopropyl)-3-isopropyl-phenylethynyl]-trimethylsilane), C([O-])([O-])=O.[K+].[K+] (potassium carbonate). Run in CO (methanol). Run at time 8 hour. Product: C(C)OC1(CC1)C1=C(C=C(C=C1)C#C)C(C)C (1-(1-Ethoxycyclopropyl)-4-ethynyl-2-isopropylbenzene). As a reaction SMILES: [CH2:1]([O:3][C:4]1([C:7]2[CH:12]=[CH:11][C:10]([C:13]#[C:14][Si](C)(C)C)=[CH:9][C:8]=2[CH:19]([CH3:21])[CH3:20])[CH2:6][CH2:5]1)[CH3:2].C(=O)([O-])[O-].[K+].[K+]>CO>[CH2:1]([O:3][C:4]1([C:7]2[CH:12]=[CH:11][C:10]([C:13]#[CH:14])=[CH:9][C:8]=2[CH:19]([CH3:20])[CH3:21])[CH2:6][CH2:5]1)[CH3:2] |f:1.2.3|. Procedure: Using General Procedure E; [4-(1-ethoxycyclopropyl)-3-isopropyl-phenylethynyl]-trimethylsilane (Intermediate 102, 210.0 mg, 0.70 mmol) in methanol (10 mL) was treated with potassium carbonate (100.0 mg, 0.72 mmol) and stirred overnight at ambient temperature. The crude alkyne was used directly in the next reaction.